This data is from the Open Reaction Database (ORD), a public repository of structured organic reaction records. The task is: describe an organic reaction: reactants, conditions, products, and yield The reactants are IC=1C(=NC(=CC1)C)C(=O)OC (methyl 3-iodo-6-methyl-2-pyridinecarboxylate), bis(copper(I) trifluoromethanesulfonate), C([O-])([O-])=O.[Cs+].[Cs+] (cesium carbonate), N1N=CC=C1 (1H-pyrazole), CN([C@H]1[C@@H](CCCC1)N)C ((1R,2R)—N,N-dimethyl-1,2-cyclohexanediamine), [Si](C)(C)(C)C=[N+]=[N-] (TMS-diazomethane). Solvent: CN(C)C=O (DMF). Run at temperature 120 celsius, time 1 hour. Yields the product CC1=CC=C(C(=N1)C(=O)OC)N1N=CC=C1 (methyl 6-methyl-3-(1H-pyrazol-1-yl)-2-pyridinecarboxylate). As a reaction SMILES: I[C:2]1[C:3]([C:9]([O:11][CH3:12])=[O:10])=[N:4][C:5]([CH3:8])=[CH:6][CH:7]=1.[NH:13]1[CH:17]=[CH:16][CH:15]=[N:14]1.CN(C)[C@@H]1CCCC[C@H]1N.C(=O)([O-])[O-].[Cs+].[Cs+].[Si](C=[N+]=[N-])(C)(C)C>CN(C=O)C>[CH3:8][C:5]1[N:4]=[C:3]([C:9]([O:11][CH3:12])=[O:10])[C:2]([N:13]2[CH:17]=[CH:16][CH:15]=[N:14]2)=[CH:7][CH:6]=1 |f:3.4.5|. Procedure: DMF (1.5 ml) was added to a mixture of methyl 3-iodo-6-methyl-2-pyridinecarboxylate D36 (200 mg), 1H-pyrazole (98 mg, 1.444 mmol), (1R,2R)—N,N-dimethyl-1,2-cyclohexanediamine (20.54 mg, 0.144 mmol), bis(copper(I) trifluoromethanesulfonate), benzene complex (18.17 mg, 0.036 mmol) and cesium carbonate (470 mg, 1.444 mmol) in a screw-topped vial. The mixture was degassed via 3 vacuum/nitrogen cycles and heated with shaking to 120° C. for 1 hour. The reaction mixture was evaporated to dryness under ... The reagents and catalysts are [C].[Pd] (palladium carbon). Yield: 61.9%. Solvent: CO (methanol). Reactants: C(C1=CC=CC=C1)N1CCN(CC1)CCN1C(N2C(C1)=CN=C2C)=O (2-(2-(1-Benzyl-4-piperazinyl)ethyl)-5-methyl-1,2-dihydroimidazo[1,5-c]imidazol-3-one), Cl (hydrochloric acid). Reaction SMILES: C([N:8]1[CH2:13][CH2:12][N:11]([CH2:14][CH2:15][N:16]2[CH2:20][C:19]3=[CH:21][N:22]=[C:23]([CH3:24])[N:18]3[C:17]2=[O:25])[CH2:10][CH2:9]1)C1C=CC=CC=1.Cl>[C].[Pd].CO>[CH3:24][C:23]1[N:18]2[C:17](=[O:25])[N:16]([CH2:15][CH2:14][N:11]3[CH2:10][CH2:9][NH:8][CH2:13][CH2:12]3)[CH2:20][C:19]2=[CH:21][N:22]=1 |f:2.3|. Product: CC1=NC=C2N1C(N(C2)CCN2CCNCC2)=O (5-methyl-2-(2-(1-piperazinyl)ethyl)-1,2-dihydroimidazo[1,5-c]imidazol-3-one). Reported procedure: 2-(2-(1-Benzyl-4-piperazinyl)ethyl)-5-methyl-1,2-dihydroimidazo[1,5-c]imidazol-3-one (0.22 g) obtained in Example 97b), 1 N hydrochloric acid (1 ml) and 10% palladium carbon (74 mg) were added to methanol (10 ml), and mixed under hydrogen atmosphere at room temperature for 3 days. The catalyst was filtered off, and the filtrate was concentrated under reduced pressure. The residue was dissolved in a small amount of water, and the reaction mixture was basified with potassium carbonate and extracte... Reactants: CC(C)(C)P(C(C)(C)C)C(C)(C)C, Cc1ccccc1, Clc1ccccc1, Nc1ccccc1. The product is c1ccc(Nc2ccccc2)cc1. Reaction SMILES: [C:15]([P:16]([C:17]([CH3:18])([CH3:19])[CH3:20])[C:21]([CH3:22])([CH3:23])[CH3:24])([CH3:25])([CH3:26])[CH3:27].[CH3:28][c:29]1[cH:30][cH:31][cH:32][cH:33][cH:34]1.[Cl:1][c:2]1[cH:3][cH:4][cH:5][cH:6][cH:7]1.[NH2:8][c:9]1[cH:10][cH:11][cH:12][cH:13][cH:14]1>>[c:2]1([NH:8][c:9]2[cH:10][cH:11][cH:12][cH:13][cH:14]2)[cH:3][cH:4][cH:5][cH:6][cH:7]1. The reactants are ClC=1NC2=C(N1)C=CC=C2 (2-chlorobenzimidazole), ClC=1C=C(N)C=C(C1)Cl (3,5-dichloroaniline). The product is N1=C(NC2=C1C=CC=C2)NC2=CC(=CC(=C2)Cl)Cl (N-(Benzimidazol-2-yl)-3,5-dichloroaniline), hydrochloride salt. Reaction SMILES: Cl[C:2]1[NH:3][C:4]2[CH:10]=[CH:9][CH:8]=[CH:7][C:5]=2[N:6]=1.[Cl:11][C:12]1[CH:13]=[C:14]([CH:16]=[C:17]([Cl:19])[CH:18]=1)[NH2:15]>>[N:6]1[C:5]2[CH:7]=[CH:8][CH:9]=[CH:10][C:4]=2[NH:3][C:2]=1[NH:15][C:14]1[CH:13]=[C:12]([Cl:11])[CH:18]=[C:17]([Cl:19])[CH:16]=1. Reported procedure: The title compound was prepared from 2-chlorobenzimidazole and 3,5-dichloroaniline by Procedure A. The product was isolated by filtration to give the title compound as a hydrochloride salt (solid, mp 317-318° C.). MS(ES+) m/z 278 (M+, 100).